This data is from the Open Reaction Database (ORD), a public repository of structured organic reaction records. The task is: describe an organic reaction: reactants, conditions, products, and yield Starting materials: OC1CCN(CC1)C1=C2C=CC(=NC2=CC=C1F)C (5-(4-Hydroxy-1-piperidyl)-6-fluoroquinaldine), C(C)(=O)O (acetic acid). The reagents and catalysts are [C].[Pd] (palladium-carbon). Run in C(C)(=O)OCC (ethyl acetate). Reaction conditions: time 3 hour. Yields the product OC1CCN(CC1)C1=C2CCC(NC2=CC=C1F)C (5-(4-hydroxy-1-piperidyl)-6-fluoro-1,2,3,4-tetrahydroquinaldine). Isolated yield 90.5%. As a reaction SMILES: [OH:1][CH:2]1[CH2:7][CH2:6][N:5]([C:8]2[C:17]([F:18])=[CH:16][CH:15]=[C:14]3[C:9]=2[CH:10]=[CH:11][C:12]([CH3:19])=[N:13]3)[CH2:4][CH2:3]1.C(O)(=O)C>[C].[Pd].C(OCC)(=O)C>[OH:1][CH:2]1[CH2:7][CH2:6][N:5]([C:8]2[C:17]([F:18])=[CH:16][CH:15]=[C:14]3[C:9]=2[CH2:10][CH2:11][CH:12]([CH3:19])[NH:13]3)[CH2:4][CH2:3]1 |f:2.3|. Procedure: 5-(4-Hydroxy-1-piperidyl)-6-fluoroquinaldine (3.7 g) was dissolved in a mixed solvent consisting of 100 ml of acetic acid and 10 ml of ethyl acetate, and 1 g of 5% palladium-carbon was added to the mixture which then was placed in a vitrified autoclave. The reaction mixture was stirred at room temperature under a hydrogen gas pressure of 5 kg/cm2 for 3 hours. After removing hydrogen gas the reaction mixture was taken out. After removing the catalyst, the content was concentrated to dryness, diss... Reactants: C(C=O)(=O)O (glyoxylic acid), C([C@@H](C(=O)O)N)SSC[C@@H](C(=O)O)N (L-cystine), B([O-])([O-])[O-] (borate). Product: C(=O)(O)CN([C@@H](CSSC[C@@H](C(=O)O)N(CC(=O)O)CC(=O)O)C(=O)O)CC(=O)O (N,N,N′,N′-tetrakis (carboxymethyl)-L-cystine). As a reaction SMILES: [C:1]([OH:5])(=[O:4])[CH:2]=O.[CH2:6]([S:12][S:13][CH2:14][C@H:15]([NH2:19])[C:16]([OH:18])=[O:17])[C@H:7]([NH2:11])[C:8]([OH:10])=[O:9].B([O-])([O-])[O-]>>[C:1]([CH2:2][N:11]([CH2:2][C:1]([OH:5])=[O:4])[C@H:7]([C:8]([OH:10])=[O:9])[CH2:6][S:12][S:13][CH2:14][C@H:15]([N:19]([CH2:15][C:16]([OH:18])=[O:17])[CH2:7][C:8]([OH:10])=[O:9])[C:16]([OH:18])=[O:17])([OH:5])=[O:4]. Reported procedure: The alternative route, relying on in solution phase synthesis of an intermediate product starts with addition of a large excess (40 times) of glyoxylic acid to L-cystine in an alkaline borate buffer. The intermediate product was thereafter, after pH manipulations and conductivity adjustment of the reaction mixture, purified with ion exchange chromatography to give N,N,N′,N′-tetrakis (carboxymethyl)-L-cystine. As a reaction SMILES: [C:30](=[O:31])([O-:32])[O-:33].[F:24][C:25]([CH2:26][NH2:27])([F:28])[F:29].[Na+:34].[Na+:35].[nH:1]1[cH:2][c:3](-[c:10]2[n:11][cH:12][cH:13][c:14]([NH:16][C:17]([C:18](=[O:19])[OH:20])([CH2:21][CH3:22])[CH3:23])[n:15]2)[c:4]2[c:5]1[n:6][cH:7][cH:8][cH:9]2>>[nH:1]1[cH:2][c:3](-[c:10]2[n:11][cH:12][cH:13][c:14]([NH:16][C:17]([C:18](=[O:19])[NH:27][CH2:26][C:25]([F:24])([F:28])[F:29])([CH2:21][CH3:22])[CH3:23])[n:15]2)[c:4]2[c:5]1[n:6][cH:7][cH:8][cH:9]2. The product is CCC(C)(Nc1ccnc(-c2c[nH]c3ncccc23)n1)C(=O)NCC(F)(F)F. Starting materials: O=C([O-])[O-], NCC(F)(F)F, [Na+], [Na+], CCC(C)(Nc1ccnc(-c2c[nH]c3ncccc23)n1)C(=O)O.